Task: describe an organic reaction: reactants, conditions, products, and yield. Dataset: the Open Reaction Database (ORD), a public repository of structured organic reaction records Reactants: BrCc1ccccc1, [Na+], [OH-], O, OCCOCCOCCOCCOCCOCCO. The product is OCCOCCOCCOCCOCCOCCOCc1ccccc1. RXN SMILES: [Br:20][CH2:21][c:22]1[cH:23][cH:24][cH:25][cH:26][cH:27]1.[Na+:29].[OH-:28].[OH2:30].[OH:1][CH2:2][CH2:3][O:4][CH2:5][CH2:6][O:7][CH2:8][CH2:9][O:10][CH2:11][CH2:12][O:13][CH2:14][CH2:15][O:16][CH2:17][CH2:18][OH:19]>>[OH:1][CH2:2][CH2:3][O:4][CH2:5][CH2:6][O:7][CH2:8][CH2:9][O:10][CH2:11][CH2:12][O:13][CH2:14][CH2:15][O:16][CH2:17][CH2:18][O:19][CH2:21][c:22]1[cH:23][cH:24][cH:25][cH:26][cH:27]1.